From a dataset of the Open Reaction Database (ORD), a public repository of structured organic reaction records. describe an organic reaction: reactants, conditions, products, and yield Reactants: C(=O)(Cl)Cl (phosgene), C1(CCCC1)C1=NN=C(S1)N (5-cyclopentyl-2-amino-1,3,4-thiadiazole). The solvent is C(C)(=O)OCC (ethyl acetate), C(C)(=O)OCC (ethyl acetate). Conditions: time 16 hour. Product: C1(CCCC1)C1=NN=C(S1)N=C=O (5-cyclopentyl-1,3,4-thiadiazol-2-yl isocyanate). RXN SMILES: [C:1](Cl)(Cl)=[O:2].[CH:5]1([C:10]2[S:14][C:13]([NH2:15])=[N:12][N:11]=2)[CH2:9][CH2:8][CH2:7][CH2:6]1>C(OCC)(=O)C>[CH:5]1([C:10]2[S:14][C:13]([N:15]=[C:1]=[O:2])=[N:12][N:11]=2)[CH2:6][CH2:7][CH2:8][CH2:9]1. Reported procedure: A saturated solution of phosgene in ethyl acetate (100 ml) is charged into a glass reaction vessel equipped with a mechanical stirrer. A slurry of 5-cyclopentyl-2-amino-1,3,4-thiadiazole (50 grams) in ethyl acetate (300 ml) is added to the reaction vessel, and the resulting mixture is stirred for a period of about 16 hours, resulting in the formation of a precipitate. The reaction mixture is then purged with nitrogen gas to remove unreacted phosgene. The purged mixture is then filtered to recove... Reactants: ClC=1C=C2C(=NC1C1=CC=C(C=C1)B1OC(C(O1)(C)C)(C)C)N(C(=N2)O[C@@H]2CO[C@H]1[C@@H]2OC[C@H]1O)COCC[Si](C)(C)C ((3R,3aR,6R,6aR)-6-(6-chloro-5-(4-(4,4,5,5-tetramethyl-1,3,2-dioxaborolan-2-yl)phenyl)-3-(2-trimethylsilanyl-ethoxymethyl)-3H-imidazo[4,5-b]pyridin-2-yloxy)hexahydrofuro[3,2-b]furan-3-ol), ClC1=NC=C(C=N1)N=S(=O)(N(C)C)C (N′-(2-chloropyrimidin-5-yl)-N,N-dimethyl-methanesulfonimidamide), Intermediate 3. The product is O[C@@H]1CO[C@H]2[C@@H]1OC[C@H]2OC2=NC=1C(=NC(=C(C1)Cl)C1=CC=C(C=C1)C1=NC=C(C=N1)N=S(=O)(N(C)C)C)N2COCC[Si](C)(C)C (N′-{2-[4-(2-{[(3R,3aR,6R,6aR)-6-Hydroxy-hexahydrofuro[3,2-b]furan-3-yl]oxy}-6-chloro-3-{[2-(trimethylsilyl)ethoxy]methyl}imidazo[4,5-b]pyridin-5-yl)phenyl]pyrimidin-5-yl}-N,N-dimethyl-methanesulfonimidamide). RXN SMILES: [Cl:1][C:2]1[CH:3]=[C:4]2[N:25]=[C:24]([O:26][C@H:27]3[C@H:31]4[O:32][CH2:33][C@@H:34]([OH:35])[C@H:30]4[O:29][CH2:28]3)[N:23]([CH2:36][O:37][CH2:38][CH2:39][Si:40]([CH3:43])([CH3:42])[CH3:41])[C:5]2=[N:6][C:7]=1[C:8]1[CH:13]=[CH:12][C:11](B2OC(C)(C)C(C)(C)O2)=[CH:10][CH:9]=1.Cl[C:45]1[N:50]=[CH:49][C:48]([N:51]=[S:52]([CH3:57])([N:54]([CH3:56])[CH3:55])=[O:53])=[CH:47][N:46]=1>>[OH:35][C@H:34]1[C@H:30]2[O:29][CH2:28][C@@H:27]([O:26][C:24]3[N:23]([CH2:36][O:37][CH2:38][CH2:39][Si:40]([CH3:41])([CH3:43])[CH3:42])[C:5]4=[N:6][C:7]([C:8]5[CH:13]=[CH:12][C:11]([C:45]6[N:46]=[CH:47][C:48]([N:51]=[S:52]([CH3:57])([N:54]([CH3:55])[CH3:56])=[O:53])=[CH:49][N:50]=6)=[CH:10][CH:9]=5)=[C:2]([Cl:1])[CH:3]=[C:4]4[N:25]=3)[C@H:31]2[O:32][CH2:33]1. Procedure: The title compound is prepared from (3R,3aR,6R,6aR)-6-(6-chloro-5-(4-(4,4,5,5-tetramethyl-1,3,2-dioxaborolan-2-yl)phenyl)-3-(2-trimethylsilanyl-ethoxymethyl)-3H-imidazo[4,5-b]pyridin-2-yloxy)hexahydrofuro[3,2-b]furan-3-ol and N′-(2-chloropyrimidin-5-yl)-N,N-dimethyl-methanesulfonimidamide following a procedure analogous to that described for Intermediate 3 (Step 3). LC (method 1): tR=1.10 min; Mass spectrum (ESI+): m/z=702 [M+H]+. Reactants: N1(C=NC=C1)C=CC=1C=C2CCC(NC2=CC1)=O (6-[2-(imidazol-1-yl)ethenyl]-3,4-dihydrocarbostyril). The reagents and catalysts are [O-2].[O-2].[O-2].[Ni+3].[Ni+3] (nickel peroxide). The solvent is CN(C=O)C (N,N-dimethylformamide). Reaction conditions: time 72 hour. The product is N1(C=NC=C1)C=CC=1C=C2C=CC(NC2=CC1)=O (6-[2-(imidazol-1-yl)ethenyl]carbostyril). Reaction SMILES: [N:1]1([CH:6]=[CH:7][C:8]2[CH:9]=[C:10]3[C:15](=[CH:16][CH:17]=2)[NH:14][C:13](=[O:18])[CH2:12][CH2:11]3)[CH:5]=[CH:4][N:3]=[CH:2]1>CN(C)C=O.[O-2].[O-2].[O-2].[Ni+3].[Ni+3]>[N:1]1([CH:6]=[CH:7][C:8]2[CH:9]=[C:10]3[C:15](=[CH:16][CH:17]=2)[NH:14][C:13](=[O:18])[CH:12]=[CH:11]3)[CH:5]=[CH:4][N:3]=[CH:2]1 |f:2.3.4.5.6|. Procedure: To a solution of 1.5 g of 6-[2-(imidazol-1-yl)ethenyl]-3,4-dihydrocarbostyril in 15 ml of N,N-dimethylformamide was added 7.0 g of freshly prepared nickel peroxide. The suspension was stirred under nitrogen for 72 hours at room temperature, then filtered and solvent removed from the filtrate under reduced pressure. The residue was chromatographed on silica gel, eluting with 5% methanol in methylene chloride, to give 6-[2-(imidazol-1-yl)ethenyl]carbostyril, m.p. 211°-213° C. Reactants: [Al+3], CCOC(C)=O, [H-], [H-], [H-], [H-], [Li+], COC(=O)c1ccc(-c2nc(N)sc2-c2ccc(SC)cc2)cc1, C1CCOC1, O. The product is CSc1ccc(-c2sc(N)nc2-c2ccc(CO)cc2)cc1. RXN SMILES: [Al+3:26].[CH3:31][CH2:32][O:33][C:34](=[O:35])[CH3:36].[H-:25].[H-:28].[H-:29].[H-:30].[Li+:27].[NH2:1][c:2]1[s:3][c:4](-[c:17]2[cH:18][cH:19][c:20]([S:23][CH3:24])[cH:21][cH:22]2)[c:5](-[c:7]2[cH:8][cH:9][c:10]([C:11](=[O:12])[O:13][CH3:14])[cH:15][cH:16]2)[n:6]1.[O:38]1[CH2:39][CH2:40][CH2:41][CH2:42]1.[OH2:37]>>[NH2:1][c:2]1[s:3][c:4](-[c:17]2[cH:18][cH:19][c:20]([S:23][CH3:24])[cH:21][cH:22]2)[c:5](-[c:7]2[cH:8][cH:9][c:10]([CH2:11][OH:12])[cH:15][cH:16]2)[n:6]1. Yield: 19.9%. RXN SMILES: Br[CH2:2][C:3]1([CH2:11][O:12][Si:13]([C:26]([CH3:29])([CH3:28])[CH3:27])([C:20]2[CH:25]=[CH:24][CH:23]=[CH:22][CH:21]=2)[C:14]2[CH:19]=[CH:18][CH:17]=[CH:16][CH:15]=2)[CH2:8][O:7][C:6]([CH3:10])([CH3:9])[O:5][CH2:4]1.[N+:30]([C:33]1[NH:34][CH:35]=[CH:36][N:37]=1)([O-:32])=[O:31].C(=O)([O-])[O-].[K+].[K+].O>CN(C)C=O>[O:12]([CH2:11][C:3]1([CH2:2][N:34]2[CH:35]=[CH:36][N:37]=[C:33]2[N+:30]([O-:32])=[O:31])[CH2:4][O:5][C:6]([CH3:10])([CH3:9])[O:7][CH2:8]1)[Si:13]([C:26]([CH3:27])([CH3:29])[CH3:28])([C:20]1[CH:25]=[CH:24][CH:23]=[CH:22][CH:21]=1)[C:14]1[CH:15]=[CH:16][CH:17]=[CH:18][CH:19]=1 |f:2.3.4|. Run at temperature 80 celsius, time 18 hour. Starting materials: O (water), [N+](=O)([O-])C=1NC=CN1 (2-nitroimidazole), C([O-])([O-])=O.[K+].[K+] (potassium carbonate), BrCC1(COC(OC1)(C)C)CO[Si](C1=CC=CC=C1)(C1=CC=CC=C1)C(C)(C)C (5-bromomethyl-5-(t-butyldiphenylsiloxymethyl)-2,2-dimethyl-1,3-dioxane). Run in CN(C=O)C (dimethylformamide). Reported procedure: 1.70 g (3.56 mmol equivalents) of 5-bromomethyl-5-(t-butyldiphenylsiloxymethyl)-2,2-dimethyl-1,3-dioxane was dissolved in 36 mL of dimethylformamide, 402 mg (3.56 mmol equivalents) of 2-nitroimidazole and 1.48 g (10.7 mmol equivalents) of potassium carbonate were added thereto, and the mixture was heated in an oil bath to 80° C. and then stirred for 18 hours. After completion of the reaction, water was added dropwise, and the mixture was extracted with ethyl acetate three times. The combined eth... The product is O([Si](C1=CC=CC=C1)(C1=CC=CC=C1)C(C)(C)C)CC1(COC(OC1)(C)C)CN1C(=NC=C1)[N+](=O)[O-] (5-(t-butyldiphenylsiloxymethyl)-2,2-dimethyl-5-[(2-nitro-1H-imidazol-1-yl)methyl]-1,3-dioxane). Starting materials: NC=1C(=NC=CC1)C(=O)O (3-aminopicolinic acid), S(O)(O)(=O)=O (sulfuric acid), CCO (EtOH). Reaction conditions: time 5 day. Product: NC=1C(=NC=CC1)C(=O)OCC (Ethyl 3-aminopicolinate). Reaction SMILES: [NH2:1][C:2]1[C:3]([C:8]([OH:10])=[O:9])=[N:4][CH:5]=[CH:6][CH:7]=1.S(=O)(=O)(O)O.[CH3:16][CH2:17]O>>[NH2:1][C:2]1[C:3]([C:8]([O:10][CH2:16][CH3:17])=[O:9])=[N:4][CH:5]=[CH:6][CH:7]=1. Procedure: A solution of 3-aminopicolinic acid (5.00 g, 36.2 mmol) in EtOH (70 mL) and concentrated sulfuric acid (6.0 mL, 110 mmol) was heated to 100° C. and stirred for 5 days. The cooled mixture was concentrated to −20 mL and poured over ice. This mixture was treated with aqueous ammonia (NH4OH, conc) until pH>7. This was extracted twice with 100 mL EtOAc. The basified aqueous layer was saturated with salt and extracted again with 2× 100 mL EtOAc. The combined organic layers were washed with brine, drie... The reactants are CCON=C(C(=O)OCC)c1csc(NC(=O)CCl)n1, CCO, [K+], [OH-], O. The product is CCON=C(C(=O)O)c1csc(NC(=O)CCl)n1. Reaction SMILES: [CH2:1]([CH3:2])[O:3][N:4]=[C:5]([C:6](=[O:7])[O:8][CH2:9][CH3:10])[c:11]1[n:12][c:13]([NH:16][C:17]([CH2:18][Cl:19])=[O:20])[s:14][cH:15]1.[CH3:23][CH2:24][OH:25].[K+:22].[OH-:21].[OH2:26]>>[CH2:1]([CH3:2])[O:3][N:4]=[C:5]([C:6](=[O:7])[OH:8])[c:11]1[n:12][c:13]([NH:16][C:17]([CH2:18][Cl:19])=[O:20])[s:14][cH:15]1.